This data is from the Open Reaction Database (ORD), a public repository of structured organic reaction records. The task is: describe an organic reaction: reactants, conditions, products, and yield The reactants are solution, [F-].C(CCC)[N+](CCCC)(CCCC)CCCC (tetrabutylammonium fluoride), FC1(CCN(CC1)S(=O)(=O)C)C(C(F)(F)F)O[Si](CC)(CC)CC (4-fluoro-1-methanesulfonyl-4-[2,2,2-trifluoro-1-(triethyl-siloxy)ethyl]piperidine), O (water), C(C)(=O)OCC (ethyl acetate). The solvent is O1CCCC1 (tetrahydrofuran), O1CCCC1 (tetrahydrofuran). Product: FC1(CCN(CC1)S(=O)(=O)C)C(C(F)(F)F)O (4-fluoro-1-methanesulfonyl-4-(2,2,2-trifluoro-1-hydroxy-ethyl)piperidine). The yield is 55.0%. Reaction SMILES: [F:1][C:2]1([CH:12]([O:17][Si](CC)(CC)CC)[C:13]([F:16])([F:15])[F:14])[CH2:7][CH2:6][N:5]([S:8]([CH3:11])(=[O:10])=[O:9])[CH2:4][CH2:3]1.[F-].C([N+](CCCC)(CCCC)CCCC)CCC.O.C(OCC)(=O)C>O1CCCC1>[F:1][C:2]1([CH:12]([OH:17])[C:13]([F:16])([F:15])[F:14])[CH2:7][CH2:6][N:5]([S:8]([CH3:11])(=[O:10])=[O:9])[CH2:4][CH2:3]1 |f:1.2|. Procedure: By use of 4-fluoro-1-methanesulfonyl-4-[2,2,2-trifluoro-1-(triethyl-siloxy)ethyl]piperidine (309 mg, 0.785 mmol) dissolved in tetrahydrofuran (5 mL) and a 1 mol/L solution of tetrabutylammonium fluoride in tetrahydrofuran (1.18 mL, 1.18 mmol), the mixture was stirred and reacted at room temperature for 30 minutes. The reaction was stopped by addition of water to the reaction mixture, and extraction with ethyl acetate was performed, followed by drying over anhydrous sodium sulfate. The solvent wa... Reactants: OC=1C=2C=3CC(CCC3SC2N=CN1)CC(=O)OCC (ethyl 2-[3-hydroxy-8-thia-4,6-diazatricyclo[7.4.0.0^[2,7]]trideca-1(9),2(7),3,5-tetraen-12-yl]acetate), C(#N)C1=C(C(=O)C(=C(C1=O)Cl)Cl)C#N (DDQ). Solvent: O1CCOCC1 (1,4-dioxane). Run at temperature 90 celsius, time 2 hour. Yields the product OC=1C=2C=3C=C(C=CC3SC2N=CN1)CC(=O)OCC (ethyl 2-[3-hydroxy-8-thia-4,6-diazatricyclo[7.4.0.0^[2,7]]trideca-1(9),2(7),3,5,10,12-hexaen-12-yl]acetate). Yield: 67.6%. RXN SMILES: [OH:1][C:2]1[C:3]2[C:4]3[CH2:5][CH:6]([CH2:15][C:16]([O:18][CH2:19][CH3:20])=[O:17])[CH2:7][CH2:8][C:9]=3[S:10][C:11]=2[N:12]=[CH:13][N:14]=1.C(C1C(=O)C(Cl)=C(Cl)C(=O)C=1C#N)#N>O1CCOCC1>[OH:1][C:2]1[C:3]2[C:4]3[CH:5]=[C:6]([CH2:15][C:16]([O:18][CH2:19][CH3:20])=[O:17])[CH:7]=[CH:8][C:9]=3[S:10][C:11]=2[N:12]=[CH:13][N:14]=1. Reported procedure: A mixture of ethyl 2-[3-hydroxy-8-thia-4,6-diazatricyclo[7.4.0.0^[2,7]]trideca-1(9),2(7),3,5-tetraen-12-yl]acetate (3.00 g, 10.26 mmol, 1.00 equiv) and DDQ (5.83 g, 25.68 mmol, 2.50 equiv) in 1,4-dioxane (30 mL) was stirred for 2 h at 90° C. in an oil bath under nitrogen. The reaction mixture was cooled to room temperature and quenched with saturated aqueous Na2CO3, extracted with 3×40 mL of ethyl acetate. The combined organic layers were washed with brine, dried over anhydrous sodium sulfate an... Reactants: C=CCn1cc(C(=O)c2ccc3c(cnn3-c3ccc(F)cc3)c2)c2ccccc21, C1CCOC1, [Li]C(C)C, O. Yields the product C=CCn1cc(C(O)(c2ccc3c(cnn3-c3ccc(F)cc3)c2)C(C)C)c2ccccc21. As a reaction SMILES: [CH2:1]([CH:2]=[CH2:3])[n:4]1[cH:5][c:6]([C:13](=[O:14])[c:15]2[cH:16][c:17]3[cH:18][n:19][n:20](-[c:24]4[cH:25][cH:26][c:27]([F:30])[cH:28][cH:29]4)[c:21]3[cH:22][cH:23]2)[c:7]2[cH:8][cH:9][cH:10][cH:11][c:12]12.[CH2:35]1[O:36][CH2:37][CH2:38][CH2:39]1.[CH:31]([CH3:32])([CH3:33])[Li:34].[OH2:40]>>[CH2:1]([CH:2]=[CH2:3])[n:4]1[cH:5][c:6]([C:13]([OH:14])([c:15]2[cH:16][c:17]3[cH:18][n:19][n:20](-[c:24]4[cH:25][cH:26][c:27]([F:30])[cH:28][cH:29]4)[c:21]3[cH:22][cH:23]2)[CH:31]([CH3:32])[CH3:33])[c:7]2[cH:8][cH:9][cH:10][cH:11][c:12]12. The reactants are NC=1C(=C(C=C(C(=O)O)C1)S)OC1=CC=CC=C1 (5-amino-3-mercapto-4-phenoxybenzoic acid), C(C)(CC)I (sec-butyl iodide). Run in C(O)([O-])=O.[Na+] (sodium hydrogen carbonate), C(O)([O-])=O.[Na+] (sodium hydrogen carbonate). Run at temperature 55 celsius, time 6 hour. The product is NC=1C(=C(C=C(C(=O)O)C1)SC(C)CC)OC1=CC=CC=C1 (5-Amino-3-sec-butylthio-4-phenoxybenzoic acid). As a reaction SMILES: [NH2:1][C:2]1[C:3]([O:12][C:13]2[CH:18]=[CH:17][CH:16]=[CH:15][CH:14]=2)=[C:4]([SH:11])[CH:5]=[C:6]([CH:10]=1)[C:7]([OH:9])=[O:8].[CH:19](I)([CH2:21][CH3:22])[CH3:20]>C(=O)([O-])O.[Na+]>[NH2:1][C:2]1[C:3]([O:12][C:13]2[CH:14]=[CH:15][CH:16]=[CH:17][CH:18]=2)=[C:4]([S:11][CH:19]([CH2:21][CH3:22])[CH3:20])[CH:5]=[C:6]([CH:10]=1)[C:7]([OH:9])=[O:8] |f:2.3|. Procedure details: A mixture of 5-amino-3-mercapto-4-phenoxybenzoic acid (2.6 g), sodium hydrogen carbonate (2g), saturated sodium hydrogen carbonate (100 ml), and sec-butyl iodide (2.2 g) is stirred for 6 hours at 55°C. After cooling, 5-amino-3-sec-butylthio-4-phenoxybenzoic acid is precipitated by adition of hydrochloric acid until pH 2.5. After collection, recrystallization from aqueous ethanol, and drying in vacuo at 80°C, the compound is obtained with a melting point of 157°-158°C.